This data is from the Open Reaction Database (ORD), a public repository of structured organic reaction records. The task is: describe an organic reaction: reactants, conditions, products, and yield The reactants are ice water, [H-].[Na+] (NaH), C1(=CC=CC=C1)C(N1N=NN=C1C1=CC=CC=C1C1=CC=C(C=C1)CBr)(C1=CC=CC=C1)C1=CC=CC=C1 (N-triphenylmethyl-5-(4'-bromomethylbiphen-2-yl)tetrazole), ClC1=C2NC(=NC2=NC=N1)CCC (6-Chloro-8-propylpurine). The solvent is CN(C=O)C (dimethylformamide). Run at temperature 0 celsius, time 20 minute. Product: ClC1=C2N=C(N(C2=NC=N1)CC1=CC=C(C=C1)C1=C(C=CC=C1)C1=NN=NN1C(C1=CC=CC=C1)(C1=CC=CC=C1)C1=CC=CC=C1)CCC (6-Chloro-8-propyl-9-(2'-(N-triphenylmethyltetrazole-5-yl)biphen-4-yl)methylpurine). As a reaction SMILES: [H-].[Na+].[Cl:3][C:4]1[N:12]=[CH:11][N:10]=[C:9]2[C:5]=1[NH:6][C:7]([CH2:13][CH2:14][CH3:15])=[N:8]2.[C:16]1([C:22]([C:48]2[CH:53]=[CH:52][CH:51]=[CH:50][CH:49]=2)([C:42]2[CH:47]=[CH:46][CH:45]=[CH:44][CH:43]=2)[N:23]2[C:27]([C:28]3[C:33]([C:34]4[CH:39]=[CH:38][C:37]([CH2:40]Br)=[CH:36][CH:35]=4)=[CH:32][CH:31]=[CH:30][CH:29]=3)=[N:26][N:25]=[N:24]2)[CH:21]=[CH:20][CH:19]=[CH:18][CH:17]=1>CN(C)C=O>[Cl:3][C:4]1[N:12]=[CH:11][N:10]=[C:9]2[C:5]=1[N:6]=[C:7]([CH2:13][CH2:14][CH3:15])[N:8]2[CH2:40][C:37]1[CH:36]=[CH:35][C:34]([C:33]2[CH:32]=[CH:31][CH:30]=[CH:29][C:28]=2[C:27]2[N:23]([C:22]([C:48]3[CH:53]=[CH:52][CH:51]=[CH:50][CH:49]=3)([C:42]3[CH:43]=[CH:44][CH:45]=[CH:46][CH:47]=3)[C:16]3[CH:21]=[CH:20][CH:19]=[CH:18][CH:17]=3)[N:24]=[N:25][N:26]=2)=[CH:39][CH:38]=1 |f:0.1|. Procedure: To a stirred suspension of NaH (0.016 g of a 60% dispersion in oil, 0.4 mmol) in dry dimethylformamide (1.5 ml) was added 6-Chloro-8-propylpurine (0.044 g, 0.25 mmol) at room temperature. After 20 minutes, the mixture was cooled to 0° C. and N-triphenylmethyl-5-(4'-bromomethylbiphen-2-yl)tetrazole (0.139 g, 0.25 mmol) was added. The resulting mixture was warmed to room temperature and then stirred at 40° C. for 3 hours. The reaction was cooled, and the content of the flask was poured into ice-wa...